Task: describe an organic reaction: reactants, conditions, products, and yield. Dataset: the Open Reaction Database (ORD), a public repository of structured organic reaction records The reactants are CCC(CC)c1cc(C)nn2c(-c3oc(Br)nc3C)c(C)nc12, O=C([O-])[O-], C1CCOC1, CNC, [Cs+], [Cs+]. Product: CCC(CC)c1cc(C)nn2c(-c3oc(N(C)C)nc3C)c(C)nc12. Reaction SMILES: [Br:1][c:2]1[o:3][c:4](-[c:8]2[c:9]([CH3:23])[n:10][c:11]3[n:12]2[n:13][c:14]([CH3:22])[cH:15][c:16]3[CH:17]([CH2:18][CH3:19])[CH2:20][CH3:21])[c:5]([CH3:7])[n:6]1.[C:24](=[O:25])([O-:26])[O-:27].[CH2:33]1[O:34][CH2:35][CH2:36][CH2:37]1.[CH3:30][NH:31][CH3:32].[Cs+:28].[Cs+:29]>>[c:2]1([N:31]([CH3:30])[CH3:32])[o:3][c:4](-[c:8]2[c:9]([CH3:23])[n:10][c:11]3[n:12]2[n:13][c:14]([CH3:22])[cH:15][c:16]3[CH:17]([CH2:18][CH3:19])[CH2:20][CH3:21])[c:5]([CH3:7])[n:6]1. Starting materials: O1C(CCCC1)ONC(=O)[C@@H](C\C=C\C1=CC=CC=C1)[C@H](C(=O)NN(C([C@H](NC(=O)OCC1C2=CC=CC=C2C=2C=CC=CC12)COC(C)(C)C)=O)CC(C)C)CC(C)C ((E)-2(R)-[1(S)-[(tetrahydro-2(RS)-pyranyloxy)carbamoyl]-4-phenyl-3-butenyl]-2′-isobutyl-2′-[N-(9-fluorenylmethyloxycarbonyl)-O-tert.butyl-D-seryl]-4-methylvalerohydrazide). The solvent is ClCCl (dichloromethane), N1CCCCC1 (piperidine). Run at time 3 hour. Product: O1C(CCCC1)ONC(=O)[C@@H](C\C=C\C1=CC=CC=C1)[C@H](C(=O)NN(C([C@H](N)COC(C)(C)C)=O)CC(C)C)CC(C)C ((E)-2(R)-[1(S)-[(tetrahydro-2(RS)-pyranyloxy)carbamoyl]-4-phenyl-3-butenyl]-2′-isobutyl-2′-(O-tert.butyl-D-seryl)-4-methylvalerohydrazide). Isolated yield 62.1%. Reaction SMILES: [O:1]1[CH2:6][CH2:5][CH2:4][CH2:3][CH:2]1[O:7][NH:8][C:9]([C@H:11]([C@@H:21]([CH2:57][CH:58]([CH3:60])[CH3:59])[C:22]([NH:24][N:25]([CH2:53][CH:54]([CH3:56])[CH3:55])[C:26](=[O:52])[C@@H:27]([CH2:46][O:47][C:48]([CH3:51])([CH3:50])[CH3:49])[NH:28]C(OCC1C2C=CC=CC=2C2C1=CC=CC=2)=O)=[O:23])[CH2:12]/[CH:13]=[CH:14]/[C:15]1[CH:20]=[CH:19][CH:18]=[CH:17][CH:16]=1)=[O:10]>ClCCl.N1CCCCC1>[O:1]1[CH2:6][CH2:5][CH2:4][CH2:3][CH:2]1[O:7][NH:8][C:9]([C@H:11]([C@@H:21]([CH2:57][CH:58]([CH3:60])[CH3:59])[C:22]([NH:24][N:25]([CH2:53][CH:54]([CH3:55])[CH3:56])[C:26](=[O:52])[C@@H:27]([CH2:46][O:47][C:48]([CH3:49])([CH3:51])[CH3:50])[NH2:28])=[O:23])[CH2:12]/[CH:13]=[CH:14]/[C:15]1[CH:16]=[CH:17][CH:18]=[CH:19][CH:20]=1)=[O:10]. Reported procedure: A solution of 0.86 g of (E)-2(R)-[1(S)-[(tetrahydro-2(RS)-pyranyloxy)carbamoyl]-4-phenyl-3-butenyl]-2′-isobutyl-2′-[N-(9-fluorenylmethyloxycarbonyl)-O-tert.butyl-D-seryl]-4-methylvalerohydrazide in a mixture of 8 ml of dichloromethane and 2 ml of piperidine was stirred at room temperature for 3 hours. The solution was evaporated and the residue was treated with diethyl ether. The ethereal solution was filtered and evaporated. Chromatography on silica gel using methanol/dichloromethane (1:19) for...